This data is from the Open Reaction Database (ORD), a public repository of structured organic reaction records. The task is: describe an organic reaction: reactants, conditions, products, and yield The reactants are [BH4-], O=C([O-])[O-], Cc1cc(C)cc(Oc2c(C=O)c(C)[nH]c(=O)c2I)c1, CO, [K+], [K+], [Na+], O. The product is Cc1cc(C)cc(Oc2c(CO)c(C)[nH]c(=O)c2I)c1. RXN SMILES: [BH4-:21].[C:24](=[O:25])([O-:26])[O-:27].[CH3:1][c:2]1[cH:3][c:4]([O:5][c:6]2[c:7]([CH:15]=[O:16])[c:8]([CH3:14])[nH:9][c:10](=[O:13])[c:11]2[I:12])[cH:17][c:18]([CH3:20])[cH:19]1.[CH3:30][OH:31].[K+:28].[K+:29].[Na+:22].[OH2:23]>>[CH3:1][c:2]1[cH:3][c:4]([O:5][c:6]2[c:7]([CH2:15][OH:16])[c:8]([CH3:14])[nH:9][c:10](=[O:13])[c:11]2[I:12])[cH:17][c:18]([CH3:20])[cH:19]1. The product is Nc1ccc(Cl)cc1N. Starting materials: CCOCC, Nc1cc(Cl)ccc1[N+](=O)[O-], [Zn]. Reaction SMILES: [CH3:12][CH2:13][O:14][CH2:15][CH3:16].[Cl:1][c:2]1[cH:3][cH:4][c:5]([N+:9]([O-:10])=[O:11])[c:6]([NH2:7])[cH:8]1.[Zn:17]>>[Cl:1][c:2]1[cH:3][cH:4][c:5]([NH2:9])[c:6]([NH2:7])[cH:8]1. Reactants: OCC(=O)C1=CC=CC=C1 (2-hydroxyacetophenone), C(C1=CC=CC=C1)=O (benzaldehyde). Yields the product C1(=CC=CC=C1)C=CC(=O)C1=CC=CC=C1 (chalcone). Reaction SMILES: O[CH2:2][C:3]([C:5]1[CH:10]=[CH:9][CH:8]=[CH:7][CH:6]=1)=[O:4].[CH:11](=O)[C:12]1[CH:17]=[CH:16][CH:15]=[CH:14][CH:13]=1>>[C:12]1([CH:11]=[CH:2][C:3]([C:5]2[CH:10]=[CH:9][CH:8]=[CH:7][CH:6]=2)=[O:4])[CH:17]=[CH:16][CH:15]=[CH:14][CH:13]=1. Procedure details: reacting 2-hydroxyacetophenone appropriately substituted with A, B and C with benzaldehyde appropriately substituted with D and E to obtain chalcone; The reactants are [Al+3], C=CCCC(C)(C)C(=O)OCC, [H-], [H-], [H-], [H-], [Li+]. The product is C=CCCC(C)(C)CO. Reaction SMILES: [Al+3:2].[CH3:7][C:8]([C:9](=[O:10])[O:11][CH2:12][CH3:13])([CH2:14][CH2:15][CH:16]=[CH2:17])[CH3:18].[H-:1].[H-:4].[H-:5].[H-:6].[Li+:3]>>[CH3:7][C:8]([CH2:9][OH:10])([CH2:14][CH2:15][CH:16]=[CH2:17])[CH3:18]. Yields the product N1(CCNCC1)C1=C(C=CC(=C1)[N+](=O)[O-])OC (2-(piperazin-1-yl)-4-nitroanisole). Starting materials: N1(CCNCC1)C1=C(C=CC=C1)OC (2-(Piperazin-1-yl)anisole), C([O-])([O-])=O.[Na+].[Na+] (sodium carbonate), S(O)(O)(=O)=O (sulfuric acid), [N+](=O)([O-])[O-].[K+] (Potassium nitrate). Reaction SMILES: [N:1]1([C:7]2[CH:12]=[CH:11][CH:10]=[CH:9][C:8]=2[O:13][CH3:14])[CH2:6][CH2:5][NH:4][CH2:3][CH2:2]1.S(=O)(=O)(O)O.[N+:20]([O-])([O-:22])=[O:21].[K+].C(=O)([O-])[O-].[Na+].[Na+]>>[N:1]1([C:7]2[CH:12]=[C:11]([N+:20]([O-:22])=[O:21])[CH:10]=[CH:9][C:8]=2[O:13][CH3:14])[CH2:2][CH2:3][NH:4][CH2:5][CH2:6]1 |f:2.3,4.5.6|. Procedure details: 2-(Piperazin-1-yl)anisole (5.1 g; 26 mmol) is acidified slowly with 6 ml of sulfuric acid (5N) and then dehydrated by evaporation under reduced pressure. Concentrated sulfuric acid is then added (22 ml) very slowly (25 min) and the reaction medium is stirred until a homogeneous mixture is obtained. Potassium nitrate (3.1 g; 31 mmol) is added portionwise over 35 minutes. The reaction is stirred for 4 hours. The solution is then poured onto ice and neutralized by addition of sodium carbonate (to p... Yields the product C(C=C)OC(C1=C(C=CC=C1O)OC1=NC(=CC(=N1)OC)OC)=O (6-hydroxy-2-(4,6-dimethoxypyrimidin-2-yl)oxybenzoic acid allyl ester). The yield is 89.6%. Starting materials: [Cl-].[NH4+] (ammonium chloride), OC1=C(C(=O)OCC=C)C(=CC=C1)O (allyl 2,6-dihydroxybenzoate), [H-].[Na+] (sodium hydride), COC1=NC(=NC(=C1)OC)S(=O)(=O)C (4,6-dimethoxy-2-methylsulfonylpyrimidine). Reported procedure: 2.0 g of allyl 2,6-dihydroxybenzoate (V) was added to the suspension of 0.4 g of sodium hydride in 50 ml of dimethylformamide and the mixture was stirred for 10 minutes. To this mixture was added 2.2 g of 4,6-dimethoxy-2-methylsulfonylpyrimidine. The reaction mixture was stirred for 5 hours and 50 ml of saturated ammonium chloride solution was added thereto. The reaction solution was then extracted with 200 ml of ethylacetate. The extract was dried over anhydrous sodium sulfate and then distille... Reaction conditions: time 10 minute. Solvent: CN(C=O)C (dimethylformamide). RXN SMILES: [OH:1][C:2]1[CH:13]=[CH:12][CH:11]=[C:10]([OH:14])[C:3]=1[C:4]([O:6][CH2:7][CH:8]=[CH2:9])=[O:5].[H-].[Na+].[CH3:17][O:18][C:19]1[CH:24]=[C:23]([O:25][CH3:26])[N:22]=[C:21](S(C)(=O)=O)[N:20]=1.[Cl-].[NH4+]>CN(C)C=O>[CH2:7]([O:6][C:4](=[O:5])[C:3]1[C:2]([OH:1])=[CH:13][CH:12]=[CH:11][C:10]=1[O:14][C:21]1[N:22]=[C:23]([O:25][CH3:26])[CH:24]=[C:19]([O:18][CH3:17])[N:20]=1)[CH:8]=[CH2:9] |f:1.2,4.5|.